From a dataset of the Open Reaction Database (ORD), a public repository of structured organic reaction records. describe an organic reaction: reactants, conditions, products, and yield The reactants are Cl.C(C1=CN=CC=C1)(=O)Cl (nicotinoyl chloride hydrochloride), CC(CO)(CCCCCC(CO)(C)C)C (2,2,8,8-tetramethyl-1,9-nonanediol). Solvent: N1=CC=CC=C1 (pyridine). The product is C(C1=CN=CC=C1)(=O)OCC(CCCCCC(COC(C1=CN=CC=C1)=O)(C)C)(C)C (2,2,8,8-Tetramethyl-1,9-nonanediol dinicotinate). As a reaction SMILES: Cl.[C:2](Cl)(=[O:9])[C:3]1[CH:8]=[CH:7][CH:6]=[N:5][CH:4]=1.[CH3:11][C:12]([CH3:25])([CH2:15][CH2:16][CH2:17][CH2:18][CH2:19][C:20]([CH3:24])([CH3:23])[CH2:21][OH:22])[CH2:13][OH:14]>N1C=CC=CC=1>[C:2]([O:22][CH2:21][C:20]([CH3:24])([CH3:23])[CH2:19][CH2:18][CH2:17][CH2:16][CH2:15][C:12]([CH3:25])([CH3:11])[CH2:13][O:14][C:2](=[O:9])[C:3]1[CH:8]=[CH:7][CH:6]=[N:5][CH:4]=1)(=[O:9])[C:3]1[CH:8]=[CH:7][CH:6]=[N:5][CH:4]=1 |f:0.1|. Reported procedure: 106.2 Grams (0.6 mole) of nicotinoyl chloride hydrochloride in 300 ml of anhydrous pyridine were reacted with 21.6 grams (0.1 mole) of 2,2,8,8-tetramethyl-1,9-nonanediol according to the procedure described in the above example. Reaction SMILES: [NH2:1][C@H:2]([C:12]([O:14][C:15]([CH3:18])([CH3:17])[CH3:16])=[O:13])[CH2:3][O:4][CH2:5][C:6]1[CH:11]=[CH:10][CH:9]=[CH:8][CH:7]=1.[N:19]1(C(Cl)=O)[CH2:24][CH2:23][O:22][CH2:21][CH2:20]1>N1C=CC=CC=1>[NH:1]([N:19]1[CH2:24][CH2:23][O:22][CH2:21][CH2:20]1)[C@H:2]([C:12]([O:14][C:15]([CH3:18])([CH3:17])[CH3:16])=[O:13])[CH2:3][O:4][CH2:5][C:6]1[CH:7]=[CH:8][CH:9]=[CH:10][CH:11]=1. Reactants: N[C@@H](COCC1=CC=CC=C1)C(=O)OC(C)(C)C (Ser(OBn)-OtBu), N1(CCOCC1)C(=O)Cl (4-morpholinecarbonyl chloride). Procedure details: Morpholino-Ser(OBn) was prepared from N-Fmoc-Ser(OBn). Esterification of N-Fmoc-Ser(OBn) with isobutylene in the presence of a catalytic amount of H2SO4 afforded N-Fmoc-Ser(OBn)-OtBu. The Fmoc group was removed with piperidine in CH2Cl2 to produce Ser(OBn)-OtBu. Reaction of Ser(OBn)-OtBu with 4-morpholinecarbonyl chloride in pyridine yielded morpholino-Ser(OBn)-OtBu. Morpholino-Ser(OBn)-OtBu was hydrolyzed with TFA in CH2Cl2 to yield morpholine-Ser(OBn). Yields the product N([C@@H](COCC1=CC=CC=C1)C(=O)OC(C)(C)C)N1CCOCC1 (morpholino-Ser(OBn)-OtBu). Run in N1=CC=CC=C1 (pyridine).